Dataset: the Open Reaction Database (ORD), a public repository of structured organic reaction records. Task: describe an organic reaction: reactants, conditions, products, and yield Yields the product C1(CCCC1)NC1=NC(=NC=C1[N+](=O)[O-])NC1=CC=C(C=C1)N1CCN(CC1)C (4-(Cyclopentylamino)-2-[[4-(4-methylpiperazin-1-yl)phenyl]amino]-5-nitropyrimidine). Solvent: C1CCOC1 (THF), CC(C)O (2-propanol). The yield is 72.3%. Reported procedure: To a solution of 0.97 g (4 mmol) of 2-chloro-4-(cyclopentylamino)-5-nitropyrimidine in 50 mL THF at −78° C. is added a solution of 0.91 g (4.8 mmol) of 1-(4-aminophenyl)-4-methylpiperazine in 50 mL of 2-propanol, and the resulting mixture is allowed to warm slowly to room temperature. After acidification with acetic acid, the solvents were removed under vacuum, and the residue is dissolved in water. After being washed with EtOAc, the aqueous solution is basified with aqueous ammonia, and the pro... Reactants: ClC1=NC=C(C(=N1)NC1CCCC1)[N+](=O)[O-] (2-chloro-4-(cyclopentylamino)-5-nitropyrimidine), NC1=CC=C(C=C1)N1CCN(CC1)C (1-(4-aminophenyl)-4-methylpiperazine). As a reaction SMILES: Cl[C:2]1[N:7]=[C:6]([NH:8][CH:9]2[CH2:13][CH2:12][CH2:11][CH2:10]2)[C:5]([N+:14]([O-:16])=[O:15])=[CH:4][N:3]=1.[NH2:17][C:18]1[CH:23]=[CH:22][C:21]([N:24]2[CH2:29][CH2:28][N:27]([CH3:30])[CH2:26][CH2:25]2)=[CH:20][CH:19]=1>C1COCC1.CC(O)C>[CH:9]1([NH:8][C:6]2[C:5]([N+:14]([O-:16])=[O:15])=[CH:4][N:3]=[C:2]([NH:17][C:18]3[CH:19]=[CH:20][C:21]([N:24]4[CH2:25][CH2:26][N:27]([CH3:30])[CH2:28][CH2:29]4)=[CH:22][CH:23]=3)[N:7]=2)[CH2:13][CH2:12][CH2:11][CH2:10]1. Starting materials: Intermediate 39A, C([O-])([O-])=O.[K+].[K+] (potassium carbonate), [I-].[K+] (potassium iodide), BrCC(=O)OC(C)(C)C (tert-butyl bromoacetate), BrCC(=O)OC(C)(C)C (tert-butyl bromoacetate), Intermediate 39A, C(CC)(=O)[O-] (propanoate), Intermediate 39A, C(C)(C)(C)OC(CN(C(C(=O)OC)C)C1=CC(=CC=C1)Cl)=O (methyl 2-((2-(tert-butoxy)-2-oxoethyl)(3-chlorophenyl)amino)propanoate). Run in CC(=O)N(C)C (DMA), C(=O)(C(F)(F)F)O.C(Cl)Cl (TFA DCM). Run at temperature 100 celsius, time 3 hour. Yields the product ClC=1C=C(C=CC1)N(CC(=O)O)C(C(=O)OC)C (2-[(3-Chlorophenyl)(1-methoxy-1-oxopropan-2-yl)amino]acetic acid). Isolated yield 41.8%. Reaction SMILES: C(=O)([O-])[O-].[K+].[K+].[I-].[K+].BrCC(OC(C)(C)C)=O.C([O-])(=O)CC.C([O:27][C:28](=[O:44])[CH2:29][N:30]([C:37]1[CH:42]=[CH:41][CH:40]=[C:39]([Cl:43])[CH:38]=1)[CH:31]([CH3:36])[C:32]([O:34][CH3:35])=[O:33])(C)(C)C>CC(N(C)C)=O.C(O)(C(F)(F)F)=O.C(Cl)Cl>[Cl:43][C:39]1[CH:38]=[C:37]([N:30]([CH:31]([CH3:36])[C:32]([O:34][CH3:35])=[O:33])[CH2:29][C:28]([OH:44])=[O:27])[CH:42]=[CH:41][CH:40]=1 |f:0.1.2,3.4,9.10|. Procedure details: A sealed tube containing a suspension of Intermediate 39A (0.500 g, 2.340 mmol), potassium carbonate (0.485 g, 3.51 mmol), potassium iodide (0.039 g, 0.234 mmol), and tert-butyl bromoacetate (0.415 ml, 2.81 mmol) in DMA (4.68 mL) was warmed to 100° C. After 3 h, additional tert-butyl bromoacetate (0.415 mL, 2.81 mmol) was added and the reaction was heated at 100° C. After 22 h, the reaction was stopped and cooled to rt. The reaction was filtered, eluting with diethyl ether. The filtrate was part...